This data is from the Open Reaction Database (ORD), a public repository of structured organic reaction records. The task is: describe an organic reaction: reactants, conditions, products, and yield Starting materials: CCC1(CC(=O)O)CCc2ccc(OC)cc21, CCCCCCCCCCCCS, CN1CCCC1=O, Cl, [Na+], [OH-]. Reaction SMILES: [CH2:1]([CH3:2])[C:3]1([CH2:14][C:15](=[O:16])[OH:17])[CH2:4][CH2:5][c:6]2[cH:7][cH:8][c:9]([O:12][CH3:13])[cH:10][c:11]21.[CH2:27]([SH:28])[CH2:29][CH2:30][CH2:31][CH2:32][CH2:33][CH2:34][CH2:35][CH2:36][CH2:37][CH2:38][CH3:39].[CH3:18][N:19]1[CH2:20][CH2:21][CH2:22][C:23]1=[O:24].[ClH:40].[Na+:26].[OH-:25]>>[CH2:1]([CH3:2])[C:3]1([CH2:14][C:15](=[O:16])[OH:17])[CH2:4][CH2:5][c:6]2[cH:7][cH:8][c:9]([OH:12])[cH:10][c:11]21. Yields the product CCC1(CC(=O)O)CCc2ccc(O)cc21. The reactants are CCCC12COC(C3CCCN(C(=O)OCc4ccccc4)C3)(OC1)OC2, C1CCOC1. Yields the product CCCC12COC(C3CCCNC3)(OC1)OC2. Reaction SMILES: [CH2:1]([CH2:2][CH3:3])[C:4]12[CH2:5][O:6][C:7]([CH:12]3[CH2:13][N:14]([C:18]([O:19][CH2:20][c:21]4[cH:22][cH:23][cH:24][cH:25][cH:26]4)=[O:27])[CH2:15][CH2:16][CH2:17]3)([O:8][CH2:9]1)[O:10][CH2:11]2.[O:28]1[CH2:29][CH2:30][CH2:31][CH2:32]1>>[CH2:1]([CH2:2][CH3:3])[C:4]12[CH2:5][O:6][C:7]([CH:12]3[CH2:13][NH:14][CH2:15][CH2:16][CH2:17]3)([O:8][CH2:9]1)[O:10][CH2:11]2. The product is C(C)(=O)O.C(C)(=O)[O-].C(N)(=N)C=1C=C(CN2C(=CC3=CC(=CC=C23)F)C(=O)NCC2=CC=C(C=C2)[N+](CC#C)(C)C)C=CC1 ([4-({[1-(3-Amidino-benzyl)-5-fluoro-1H-indole-2-carbonyl]-amino}-methyl)-phenyl]-dimethyl-2-propynyl-ammonium acetate acetic acid salt). Starting materials: [Br-].C(#N)C=1C=C(CN2C(=CC3=CC(=CC=C23)F)C(=O)NCC2=CC=C(C=C2)[N+](CC#C)(C)C)C=CC1 ([4-({[1-(3-cyano-benzyl)-5-fluoro-1H-indole-2-carbonyl]-amino}-methyl)-phenyl]-dimethyl-2-propynyl-ammonium bromide), Cl (hydrogen chloride), N (ammonia), C(C)O (ethanol). RXN SMILES: [Br-].[C:2]([C:4]1[CH:5]=[C:6]([CH:34]=[CH:35][CH:36]=1)[CH2:7][N:8]1[C:16]2[C:11](=[CH:12][C:13]([F:17])=[CH:14][CH:15]=2)[CH:10]=[C:9]1[C:18]([NH:20][CH2:21][C:22]1[CH:27]=[CH:26][C:25]([N+:28]([CH3:33])([CH3:32])[CH2:29][C:30]#[CH:31])=[CH:24][CH:23]=1)=[O:19])#[N:3].Cl.[NH3:38].[CH2:39]([OH:41])[CH3:40]>>[C:18]([OH:19])(=[O:41])[CH3:9].[C:39]([O-:19])(=[O:41])[CH3:40].[C:2]([C:4]1[CH:5]=[C:6]([CH:34]=[CH:35][CH:36]=1)[CH2:7][N:8]1[C:16]2[C:11](=[CH:12][C:13]([F:17])=[CH:14][CH:15]=2)[CH:10]=[C:9]1[C:18]([NH:20][CH2:21][C:22]1[CH:23]=[CH:24][C:25]([N+:28]([CH3:32])([CH3:33])[CH2:29][C:30]#[CH:31])=[CH:26][CH:27]=1)=[O:19])(=[NH:38])[NH2:3] |f:0.1,5.6.7|. Reported procedure: This compound was prepared from [4-({[1-(3-cyano-benzyl)-5-fluoro-1H-indole-2-carbonyl]-amino}-methyl)-phenyl]-dimethyl-2-propynyl-ammonium bromide (220 mg, 0.406 mmol), ethanol (12 ml), hydrogen chloride, and liquid ammonia analogously to example 19/3. The crude product was purified by chromatography on silica gel with dichloromethane/methanol/acetic acid 3:2:0.05 to 1:4:0.05. Lyophilization gave 131 mg of the desired product (56%). M.p. 109° C. (dec.). MS: 482.3 (M+). Yield: 56.0%. Reactants: CC1=CC=C(C=C1)S(=O)(=O)OCC1CCCC1 (cyclopentylmethyl 4-methylbenzenesulfonate), C([O-])([O-])=O.[K+].[K+] (potassium carbonate), CC1=CC=C(C=C1)S(=O)(=O)OCC1CCCC1 (cyclopentylmethyl 4-methylbenzenesulfonate), OC12C(C3CC(CC(C1)C3)C2)C#CC2=NC(=C3NC=NC3=N2)N (2-{2-[Hydroxy-adamantan-2-yl]ethyn-1-yl}adenine). The solvent is CN(C)C=O (DMF). Reaction conditions: temperature 70 celsius, time 72 hour. Yields the product C1(CCCC1)CN1C2=NC(=NC(=C2N=C1)N)C#CC1C2(CC3CC(CC1C3)C2)O (9-Cyclopentylmethyl-2-{2-[hydroxy-adamantan-2-yl]ethyn-1-yl}adenine). As a reaction SMILES: [OH:1][C:2]12[CH2:11][CH:6]3[CH2:7][CH:8]([CH2:10][CH:4]([CH2:5]3)[CH:3]1[C:12]#[C:13][C:14]1[N:22]=[C:21]3[C:17]([NH:18][CH:19]=[N:20]3)=[C:16]([NH2:23])[N:15]=1)[CH2:9]2.C(=O)([O-])[O-].[K+].[K+].CC1C=CC(S(O[CH2:41][CH:42]2[CH2:46][CH2:45][CH2:44][CH2:43]2)(=O)=O)=CC=1>CN(C=O)C>[CH:42]1([CH2:41][N:20]2[CH:19]=[N:18][C:17]3[C:21]2=[N:22][C:14]([C:13]#[C:12][CH:3]2[CH:4]4[CH2:5][CH:6]5[CH2:7][CH:8]([CH2:9][C:2]2([OH:1])[CH2:11]5)[CH2:10]4)=[N:15][C:16]=3[NH2:23])[CH2:46][CH2:45][CH2:44][CH2:43]1 |f:1.2.3|. Reported procedure: 2-{2-[Hydroxy-adamantan-2-yl]ethyn-1-yl}adenine (44 mg, 0.1422 mmol) was dissolved in DMF (20 mL) with heating. Anhydrous potassium carbonate (51 mg, 0.3690 mmol) and cyclopentylmethyl 4-methylbenzenesulfonate (54 mg, 0.2123 mmol) were added and the mixture stirred at 70° C. for 72 h. Extra cyclopentylmethyl 4-methylbenzenesulfonate (82 mg, 0.3224 mmol) was added and stirring continued at 100° C. a further 4.5 h. The reaction mixture was adhered to silica and purified by column chromatography, e... Solvent: C(C)O (ethanol), O1CCCC1 (tetrahydrofuran), [OH-].[Na+] (sodium hydroxide). Reaction conditions: time 1 hour. Procedure: 5-Bromo-3-thiophenecarboxylic acid (4.14 g) was dissolved in tetrahydrofuran (50 ml), and the mixture was cooled to -78° C. n-Butyllithium (1.6M in hexane, 27.5 ml) was slowly added dropwise. The resulting mixture was stirred at the same temperature for 1 hour, and N,N-dimethylformamide (3.1 ml) was added. The mixture was warmed slowly to room temperature and concentrated under reduced pressure. The concentrate was acidified with 1N hydrochloric acid and extracted with ethyl acetate. The extract... The product is FC(C1=CC(=CS1)C(=O)O)F (5-difluoromethyl-3-thiophenecarboxylic acid). RXN SMILES: C([O:3][C:4]([C:6]1[CH:10]=[C:9]([CH:11]([F:13])[F:12])[S:8][CH:7]=1)=[O:5])C>C(O)C.O1CCCC1.[OH-].[Na+]>[F:13][CH:11]([F:12])[C:9]1[S:8][CH:7]=[C:6]([C:4]([OH:5])=[O:3])[CH:10]=1 |f:3.4|. Reactants: C(C)OC(=O)C1=CSC(=C1)C(F)F (5-Difluoromethyl-3-thiophenecarboxylic acid ethyl ester). Starting materials: Cl (HCl), C(CC(=O)OCC)(=O)OCC (diethyl malonate), C(C)(C)NC(=O)N (isopropyl urea), [Na] (sodium). The solvent is O (water), C(C)O (ethanol). Yields the product C(C)(C)N1C(=O)NC(=O)CC1=O (1-isopropyl barbituric acid). Isolated yield 95.8%. Reaction SMILES: [Na].[C:2]([O:10]CC)(=O)[CH2:3][C:4]([O:6]CC)=O.[CH:13]([NH:16][C:17]([NH2:19])=[O:18])([CH3:15])[CH3:14].Cl>C(O)C.O>[CH:13]([N:16]1[C:2](=[O:10])[CH2:3][C:4](=[O:6])[NH:19][C:17]1=[O:18])([CH3:15])[CH3:14] |^1:0|. Procedure: 13.8 g (0.6 mole) of sodium are dissolved in 250 ml of anhydrous ethanol. 61.2 g (0.46 mole) of diethyl malonate and 47.3 g of isopropyl urea (0.46 mole) are added to the resulting solution. The mixture thus formed is heated for 7.5 hours to 120° C. (temperature of the bath). After cooling, a solution of concentrated HCl and water (1:4) is slowly added until the precipitate formed during the reaction has dissolved. The resulting solution is evaporated until a precipitate appears and is then left...